This data is from the Open Reaction Database (ORD), a public repository of structured organic reaction records. The task is: describe an organic reaction: reactants, conditions, products, and yield The reactants are CC(C)C[AlH]CC(C)C (DIBAL-H), TEA, ClC(=O)OCC(C)C (isobutyl chloroformate), C(C)N1C=C(C(C2=C(C(=C(C=C12)OCC1=CC=C(C=C1)OC)OCC1=CC=C(C=C1)OC)F)=O)C(=O)O (1-ethyl-5-fluoro-6,7-bis((4-methoxybenzyl)oxy)-4-oxo-1,4-dihydroquinoline-3-carboxylic acid). Solvent: C1(=CC=CC=C1)C (toluene), O1CCCC1 (Tetrahydrofuran). Run at time 1 hour. The product is C(C)N1C=C(C(C2=C(C(=C(C=C12)OCC1=CC=C(C=C1)OC)OCC1=CC=C(C=C1)OC)F)=O)CO (1-ethyl-5-fluoro-3-(hydroxymethyl)-6,7-bis((4-methoxybenzyl)oxy)quinolin-4(1H)-one). The yield is 59.1%. As a reaction SMILES: [CH2:1]([N:3]1[C:12]2[C:7](=[C:8]([F:33])[C:9]([O:23][CH2:24][C:25]3[CH:30]=[CH:29][C:28]([O:31][CH3:32])=[CH:27][CH:26]=3)=[C:10]([O:13][CH2:14][C:15]3[CH:20]=[CH:19][C:18]([O:21][CH3:22])=[CH:17][CH:16]=3)[CH:11]=2)[C:6](=[O:34])[C:5]([C:35](O)=[O:36])=[CH:4]1)[CH3:2].ClC(OCC(C)C)=O.CC(C[AlH]CC(C)C)C>O1CCCC1.C1(C)C=CC=CC=1>[CH2:1]([N:3]1[C:12]2[C:7](=[C:8]([F:33])[C:9]([O:23][CH2:24][C:25]3[CH:26]=[CH:27][C:28]([O:31][CH3:32])=[CH:29][CH:30]=3)=[C:10]([O:13][CH2:14][C:15]3[CH:16]=[CH:17][C:18]([O:21][CH3:22])=[CH:19][CH:20]=3)[CH:11]=2)[C:6](=[O:34])[C:5]([CH2:35][OH:36])=[CH:4]1)[CH3:2]. Procedure: To a suspension of 1-ethyl-5-fluoro-6,7-bis((4-methoxybenzyl)oxy)-4-oxo-1,4-dihydroquinoline-3-carboxylic acid (20 g, 39.4 mmol) in Tetrahydrofuran (THF) (100 mL) was added TEA (6.04 mL, 43.3 mmol) and isobutyl chloroformate (5.69 mL, 43.3 mmol). The resulting mixture was stirred at r.t. for 1 h. Then the mixture was cooled down to −78° C. and a solution of DIBAL-H (52.5 mL, 79 mmol) in toluene (1.5 M) was added. The mixture was stirred at the same temperature for 2 h, LCMS indicated completion ...